This data is from the Open Reaction Database (ORD), a public repository of structured organic reaction records. The task is: describe an organic reaction: reactants, conditions, products, and yield The reactants are CN(C)C=O, Fc1ccc(CBr)c(F)c1, [K+], [K+], O=C([O-])[O-], O, COC(=O)c1cccc(-n2c(C)cc(O)cc2=O)c1. Product: COC(=O)c1cccc(-n2c(C)cc(OCc3ccc(F)cc3F)cc2=O)c1. Reaction SMILES: [CH3:36][N:37]([CH3:38])[CH:39]=[O:40].[F:26][c:27]1[c:28]([CH2:29][Br:30])[cH:31][cH:32][c:33]([F:35])[cH:34]1.[K+:20].[K+:21].[O-:22][C:23]([O-:24])=[O:25].[OH2:41].[OH:1][c:2]1[cH:3][c:4](=[O:19])[n:5](-[c:9]2[cH:10][c:11]([C:12](=[O:13])[O:14][CH3:15])[cH:16][cH:17][cH:18]2)[c:6]([CH3:8])[cH:7]1>>[O:1]([c:2]1[cH:3][c:4](=[O:19])[n:5](-[c:9]2[cH:10][c:11]([C:12](=[O:13])[O:14][CH3:15])[cH:16][cH:17][cH:18]2)[c:6]([CH3:8])[cH:7]1)[CH2:29][c:28]1[c:27]([F:26])[cH:34][c:33]([F:35])[cH:32][cH:31]1. The reactants are CNC(=O)C(CC(C)C)NC(=O)C(CC(C)C)CP(=O)(CNC(=O)C(CC(C)C)N(Cc1ccccc1)C(=O)[O-])OC, O=C(O)C1CCCN1C(=O)OCc1ccccc1, CCN1CCOCC1, CO, CN(C)C=O, C(=NC1CCCCC1)=NC1CCCCC1, Cl, Oc1cccc2[nH]nnc12. Product: CNC(=O)C(CC(C)C)NC(=O)C(CC(C)C)CP(=O)(CNC(=O)C(CC(C)C)NC(=O)C1CCCN1C(=O)OCc1ccccc1)OC. RXN SMILES: [CH2:1]([c:5]1[cH:6][cH:7][cH:9][cH:10][cH:11]1)[N:8]([C:2](=[O:3])[O-:4])[CH:12]([CH2:13][CH:14]([CH3:15])[CH3:16])[C:17]([NH:18][CH2:19][P:20](=[O:21])([CH2:22][CH:23]([CH2:24][CH:25]([CH3:26])[CH3:27])[C:28]([NH:29][CH:30]([CH2:31][CH:32]([CH3:33])[CH3:34])[C:35]([NH:36][CH3:37])=[O:38])=[O:39])[O:40][CH3:41])=[O:42].[CH2:43]([c:44]1[cH:45][cH:46][cH:47][cH:48][cH:49]1)[O:50][C:51](=[O:52])[N:53]1[CH:54]([C:55](=[O:56])[OH:57])[CH2:58][CH2:59][CH2:60]1.[CH2:61]([N:62]1[CH2:63][CH2:64][O:65][CH2:66][CH2:67]1)[CH3:68].[CH3:94][OH:95].[CH3:97][N:98]([CH3:99])[CH:100]=[O:101].[CH:79]1([N:80]=[C:81]=[N:82][CH:83]2[CH2:84][CH2:85][CH2:86][CH2:87][CH2:88]2)[CH2:89][CH2:90][CH2:91][CH2:92][CH2:93]1.[ClH:96].[OH:69][c:70]1[c:71]2[n:72][n:73][nH:74][c:75]2[cH:76][cH:77][cH:78]1>>[NH:8]([CH:12]([CH2:13][CH:14]([CH3:15])[CH3:16])[C:17]([NH:18][CH2:19][P:20](=[O:21])([CH2:22][CH:23]([CH2:24][CH:25]([CH3:26])[CH3:27])[C:28]([NH:29][CH:30]([CH2:31][CH:32]([CH3:33])[CH3:34])[C:35]([NH:36][CH3:37])=[O:38])=[O:39])[O:40][CH3:41])=[O:42])[C:55]([CH:54]1[N:53]([C:51]([O:50][CH2:43][c:44]2[cH:45][cH:46][cH:47][cH:48][cH:49]2)=[O:52])[CH2:60][CH2:59][CH2:58]1)=[O:57]. Starting materials: BrC=1C=C(C=C2C(CC(OC12)(C)C)(C)C)C(=O)O (8-bromo-2,2,4,4-tetramethyl-6-chromanoic acid), BrC=1C=C(C=C2C(CC(OC12)(C)C)(C)C)C(=O)O (8-bromo-2,2,4,4-tetramethyl-6-chromanoic acid), CC1(CC(OC2=CC=CC=C12)C(=O)O)C (4,4-dimethylchromanoic acid). Product: BrC=1C=C(C=C2C(CCOC12)(C)C)C(=O)O (8-Bromo-4,4-dimethyl-6-chromanoic Acid). Reaction SMILES: [Br:1][C:2]1[CH:3]=[C:4]([C:16]([OH:18])=[O:17])[CH:5]=[C:6]2[C:11]=1[O:10][C:9](C)(C)[CH2:8][C:7]2([CH3:15])[CH3:14].CC1(C)C2C(=CC=CC=2)OC(C(O)=O)C1>>[Br:1][C:2]1[CH:3]=[C:4]([C:16]([OH:18])=[O:17])[CH:5]=[C:6]2[C:11]=1[O:10][CH2:9][CH2:8][C:7]2([CH3:14])[CH3:15]. Procedure: Using the same procedure as for the synthesis of 8-bromo-2,2,4,4-tetramethylchromanoic acid (Compound P) but using 4,4-dimethylchromanoic acid (100 mg, 0.49 mmol), the title compound was obtained as a white solid. Reactants: COC(=O)C(CCO[Si](C)(C)C(C)(C)C)N1CC(Oc2ccccc2Cl)=CC1=O, [Li+], C1CCOC1, [OH-], O, O. Product: CC(C)(C)[Si](C)(C)OCCC(C(=O)O)N1CC(Oc2ccccc2Cl)=CC1=O. RXN SMILES: [CH3:1][O:2][C:3]([CH:4]([CH2:5][CH2:6][O:7][Si:8]([CH3:9])([CH3:10])[C:11]([CH3:12])([CH3:13])[CH3:14])[N:15]1[C:16](=[O:28])[CH:17]=[C:18]([O:20][c:21]2[c:22]([Cl:27])[cH:23][cH:24][cH:25][cH:26]2)[CH2:19]1)=[O:29].[Li+:37].[O:30]1[CH2:31][CH2:32][CH2:33][CH2:34]1.[OH-:36].[OH2:35].[OH2:38]>>[O:2]=[C:3]([CH:4]([CH2:5][CH2:6][O:7][Si:8]([CH3:9])([CH3:10])[C:11]([CH3:12])([CH3:13])[CH3:14])[N:15]1[C:16](=[O:28])[CH:17]=[C:18]([O:20][c:21]2[c:22]([Cl:27])[cH:23][cH:24][cH:25][cH:26]2)[CH2:19]1)[OH:29]. The reactants are ClC=1C=CC(=C(C1)CC(=O)O)C(F)(F)F ((5-Chloro-2-trifluoromethyl-phenyl)-acetic acid), OS(=O)(=O)O (H2SO4), CCO (EtOH). Conditions: time 4 hour. The product is C(C)OC(CC1=C(C=CC(=C1)Cl)C(F)(F)F)=O ((5-Chloro-2-trifluoromethyl-phenyl)-acetic acid ethyl ester). RXN SMILES: [Cl:1][C:2]1[CH:3]=[CH:4][C:5]([C:12]([F:15])([F:14])[F:13])=[C:6]([CH2:8][C:9]([OH:11])=[O:10])[CH:7]=1.OS(O)(=O)=O.[CH3:21][CH2:22]O>>[CH2:21]([O:10][C:9](=[O:11])[CH2:8][C:6]1[CH:7]=[C:2]([Cl:1])[CH:3]=[CH:4][C:5]=1[C:12]([F:13])([F:14])[F:15])[CH3:22]. Reported procedure: To a stirred solution of (5-Chloro-2-trifluoromethyl-phenyl)-acetic acid (10.0 g, 47.2 mmol) in absolute EtOH (300 mL) at room temperature was added concentrated H2SO4 (4 mL) and the mixture was warmed to reflux. After 4 hrs, the reaction was cooled to room temperature, evaporated under reduced pressure, diluted with DCM (500 mL) and stirred over solid K2CO3. After 1 hr, the resulting mixture was filtered and concentrated to dryness to afford the title compound.